From a dataset of the Open Reaction Database (ORD), a public repository of structured organic reaction records. describe an organic reaction: reactants, conditions, products, and yield Reactants: Cc1nc2ccccc2n1C1CC2CCC(C1)N2CCC(CNS(=O)(=O)c1ccc(C#N)cc1)c1ccccc1, CC(C)(C)O, [K+], [K+], [Na+], O=C([O-])[O-], [OH-]. Product: Cc1nc2ccccc2n1C1CC2CCC(C1)N2CCC(CNS(=O)(=O)c1ccc(C(N)=O)cc1)c1ccccc1. As a reaction SMILES: [C:1](#[N:2])[c:3]1[cH:4][cH:5][c:6]([S:9](=[O:10])(=[O:11])[NH:12][CH2:13][CH:14]([CH2:15][CH2:16][N:17]2[CH:18]3[CH2:19][CH:20]([n:25]4[c:26]([CH3:34])[n:27][c:28]5[c:29]4[cH:30][cH:31][cH:32][cH:33]5)[CH2:21][CH:22]2[CH2:23][CH2:24]3)[c:35]2[cH:36][cH:37][cH:38][cH:39][cH:40]2)[cH:7][cH:8]1.[C:49]([OH:50])([CH3:51])([CH3:52])[CH3:53].[K+:43].[K+:44].[Na+:42].[O-:45][C:46]([O-:47])=[O:48].[OH-:41]>>[C:1]([NH2:2])([c:3]1[cH:4][cH:5][c:6]([S:9](=[O:10])(=[O:11])[NH:12][CH2:13][CH:14]([CH2:15][CH2:16][N:17]2[CH:18]3[CH2:19][CH:20]([n:25]4[c:26]([CH3:34])[n:27][c:28]5[c:29]4[cH:30][cH:31][cH:32][cH:33]5)[CH2:21][CH:22]2[CH2:23][CH2:24]3)[c:35]2[cH:36][cH:37][cH:38][cH:39][cH:40]2)[cH:7][cH:8]1)=[O:45].